Dataset: the Open Reaction Database (ORD), a public repository of structured organic reaction records. Task: describe an organic reaction: reactants, conditions, products, and yield Reactants: CC(=O)C (acetone), [BH3-]C#N.[Na+] (NaBH3CN), Cl (HCl), hydrochloride salt, N1CCC(CC1)OC1=CC(=C(C=C1)CC(=O)N1CCC(CC1)N1C(OCC2=C1C=CC=C2)=O)OCC(F)(F)F (1-(1-(4-(4-piperidinyloxy)-2-(2,2,2-trifluoroethoxy)phenylacetyl)piperidin-4-yl)-4H-3,1-benzoxazin-2(1H)-one), CC(=O)[O-].[Na+] (NaOAc), CC(=O)C (acetone), [BH3-]C#N.[Na+] (NaBH3CN). The solvent is CCOC(=O)C (EtOAc), CCO (EtOH). Conditions: time 1 hour. Product: hydrochloride salt, CC(C)N1CCC(CC1)OC1=CC(=C(C=C1)CC(=O)N1CCC(CC1)N1C(OCC2=C1C=CC=C2)=O)OCC(F)(F)F (1-(1-(4-(1-(2-propyl)-4-piperidinyloxy)-2-(2,2,2-trifluoroethoxy)phenylacetyl)piperidin-4-yl)-4H-3,1-benzoxazin-2(1H)-one). RXN SMILES: [NH:1]1[CH2:6][CH2:5][CH:4]([O:7][C:8]2[CH:13]=[CH:12][C:11]([CH2:14][C:15]([N:17]3[CH2:22][CH2:21][CH:20]([N:23]4[C:28]5[CH:29]=[CH:30][CH:31]=[CH:32][C:27]=5[CH2:26][O:25][C:24]4=[O:33])[CH2:19][CH2:18]3)=[O:16])=[C:10]([O:34][CH2:35][C:36]([F:39])([F:38])[F:37])[CH:9]=2)[CH2:3][CH2:2]1.CC([O-])=O.[Na+].[CH3:45][C:46]([CH3:48])=O.[BH3-]C#N.[Na+].Cl>CCO.CCOC(C)=O>[CH3:45][CH:46]([N:1]1[CH2:2][CH2:3][CH:4]([O:7][C:8]2[CH:13]=[CH:12][C:11]([CH2:14][C:15]([N:17]3[CH2:22][CH2:21][CH:20]([N:23]4[C:28]5[CH:29]=[CH:30][CH:31]=[CH:32][C:27]=5[CH2:26][O:25][C:24]4=[O:33])[CH2:19][CH2:18]3)=[O:16])=[C:10]([O:34][CH2:35][C:36]([F:39])([F:37])[F:38])[CH:9]=2)[CH2:5][CH2:6]1)[CH3:48] |f:1.2,4.5|. Procedure details: To a stirred solution of the hydrochloride salt of 1-(1-(4-(4-piperidinyloxy)-2-(2,2,2-trifluoroethoxy)phenylacetyl)piperidin-4-yl)-4H-3,1-benzoxazin-2(1H)-one (0.20 g, 0.30 mmol) from Example 2 in EtOH (3 mL) was added NaOAc (0.05 g, 0.6 mmol), acetone (0.027 mL, 0.37 mmol), powdered 3 angstrom molecular seives (approx. 100 mg). The mixture was stirred at ambient temperature for 1 h and NaBH3CN (0.021 mg, 0.34 mmol) was added. The mixture was stirred for 14 h at ambient temperature. More aceton... The reactants are C1CCC2=NCCCN2CC1, CC#N, Clc1ncc2cccc(OC3CCOCC3)c2n1, NC1CCC(O)CC1. Product: OC1CCC(Nc2ncc3cccc(OC4CCOCC4)c3n2)CC1. Reaction SMILES: [CH2:27]1[CH2:28][CH2:29][C:30]2=[N:35][CH2:34][CH2:33][CH2:32][N:31]2[CH2:36][CH2:37]1.[CH3:38][C:39]#[N:40].[Cl:1][c:2]1[n:3][c:4]2[c:5]([O:12][CH:13]3[CH2:14][CH2:15][O:16][CH2:17][CH2:18]3)[cH:6][cH:7][cH:8][c:9]2[cH:10][n:11]1.[NH2:19][CH:20]1[CH2:21][CH2:22][CH:23]([OH:26])[CH2:24][CH2:25]1>>[c:2]1([NH:19][CH:20]2[CH2:21][CH2:22][CH:23]([OH:26])[CH2:24][CH2:25]2)[n:3][c:4]2[c:5]([O:12][CH:13]3[CH2:14][CH2:15][O:16][CH2:17][CH2:18]3)[cH:6][cH:7][cH:8][c:9]2[cH:10][n:11]1. Starting materials: C1CCOC1, CO, O=C=NCCCl, Nc1ccnc2ccccc12. Yields the product O=C(NCCCl)Nc1ccnc2ccccc12. Reaction SMILES: [CH2:20]1[O:21][CH2:22][CH2:23][CH2:24]1.[CH3:18][OH:19].[Cl:12][CH2:13][CH2:14][N:15]=[C:16]=[O:17].[NH2:1][c:2]1[cH:3][cH:4][n:5][c:6]2[cH:7][cH:8][cH:9][cH:10][c:11]12>>[NH:1]([c:2]1[cH:3][cH:4][n:5][c:6]2[cH:7][cH:8][cH:9][cH:10][c:11]12)[C:16]([NH:15][CH2:14][CH2:13][Cl:12])=[O:17]. Reactants: ice water, OC=1C(=NC(=CC1)N1CCCC1)C(=O)OC (methyl 3-hydroxy-6-(1-pyrrolidinyl)picolinate), COC1=NC(=NC(=C1)OC)S(=O)(=O)C (4,6-dimethoxy-2-methylsulfonylpyrimidine), C([O-])([O-])=O.[K+].[K+] (potassium carbonate). Solvent: CN(C)C=O (DMF). Yields the product COC1=NC(=NC(=C1)OC)OC=1C(=NC(=CC1)N1CCCC1)C(=O)OC (methyl 3-[(4,6-dimethoxypyrimidin-2-yl)oxy]-6-(1-pyrrolidinyl)picolinate). Yield: 84.0%. RXN SMILES: [OH:1][C:2]1[C:3]([C:13]([O:15][CH3:16])=[O:14])=[N:4][C:5]([N:8]2[CH2:12][CH2:11][CH2:10][CH2:9]2)=[CH:6][CH:7]=1.[CH3:17][O:18][C:19]1[CH:24]=[C:23]([O:25][CH3:26])[N:22]=[C:21](S(C)(=O)=O)[N:20]=1.C(=O)([O-])[O-].[K+].[K+]>CN(C=O)C>[CH3:17][O:18][C:19]1[CH:24]=[C:23]([O:25][CH3:26])[N:22]=[C:21]([O:1][C:2]2[C:3]([C:13]([O:15][CH3:16])=[O:14])=[N:4][C:5]([N:8]3[CH2:12][CH2:11][CH2:10][CH2:9]3)=[CH:6][CH:7]=2)[N:20]=1 |f:2.3.4|. Procedure details: 1.55 g (7 mmol) of methyl 3-hydroxy-6-(1-pyrrolidinyl)picolinate, 1.83 g (8.4 mmol) of 4,6-dimethoxy-2-methylsulfonylpyrimidine and 0.96 g (7 mmol) of potassium carbonate were added to 50 ml of DMF and reacted at 100° C. for 3 hours. After completion of the reaction, the reaction product was poured into ice water, extracted with ethyl acetate, washed with a saturated sodium chloride aqueous solution and dried over magnesium sulfate. The solvent was distilled off, and the residue was crystallized...